From a dataset of the Open Reaction Database (ORD), a public repository of structured organic reaction records. describe an organic reaction: reactants, conditions, products, and yield Yields the product CC1(C(C1C=C(Cl)Cl)C(=O)O)C (2,2-dimethyl-3-(2,2-dichlorovinyl)cyclopropane carboxylic acid). The reactants are ClC(=CC1C(C1(C)C)(C(=O)OCC)C(=O)OCC)Cl (ethyl 2-(2,2-dichlorovinyl)-3,3-dimethyl-1-ethoxycarbonylcyclopropanecarboxylate), [OH-].[K+] (potassium hydroxide), C(C)O (ethanol), Cl (hydrochloric acid). RXN SMILES: [Cl:1][C:2]([Cl:19])=[CH:3][CH:4]1[C:6]([CH3:8])([CH3:7])[C:5]1(C(OCC)=O)[C:9]([O:11]CC)=[O:10].[OH-].[K+].C(O)C.Cl>O>[CH3:7][C:6]1([CH3:8])[CH:4]([CH:3]=[C:2]([Cl:19])[Cl:1])[CH:5]1[C:9]([OH:11])=[O:10] |f:1.2|. The solvent is O (water). Procedure: The mixture of ethyl 2-(2,2-dichlorovinyl)-3,3-dimethyl-1-ethoxycarbonylcyclopropanecarboxylate (1.5 g.) potassium hydroxide (2.0 g.) and ethanol (150 ml.) is refluxed for 2 hours, after which it is poured into water (500 ml.) and carefully acidified with concentrated hydrochloric acid. The white oily precipitate which is formed is collected by extraction with carbon tetrachloride, the extracts dried with anhydrous sodium sulphate, and the solvent evaporated under reduced pressure. The residual ... Reactants: O=C([O-])[O-], CCCCOCCCC, [Cu], Ic1ccccc1, [K+], [K+], CC(=O)c1ccc(Cl)cc1N. The product is CC(=O)c1ccc(Cl)cc1Nc1ccccc1. RXN SMILES: [C:12](=[O:13])([O-:14])[O-:15].[CH2:25]([O:26][CH2:27][CH2:28][CH2:29][CH3:30])[CH2:31][CH2:32][CH3:33].[Cu:34].[I:18][c:19]1[cH:20][cH:21][cH:22][cH:23][cH:24]1.[K+:16].[K+:17].[NH2:1][c:2]1[c:3]([C:9]([CH3:10])=[O:11])[cH:4][cH:5][c:6]([Cl:8])[cH:7]1>>[NH:1]([c:2]1[c:3]([C:9]([CH3:10])=[O:11])[cH:4][cH:5][c:6]([Cl:8])[cH:7]1)[c:19]1[cH:20][cH:21][cH:22][cH:23][cH:24]1. Reactants: ClC=1N=C(C2=C(N1)CCCS2)NCCO (2-chloro-4-(2-hydroxyethyl)amino-7,8-dihydro-6H-thiopyrano[3,2-d]pyrimidine), N1CCNCC1 (piperazine). Product: OCCNC=1C2=C(N=C(N1)N1CCNCC1)CCCS2 (4-(2-hydroxyethyl)amino-2-piperazino-7,8-dihydro-6H-thiopyrano[3,2-d]pyrimidine). As a reaction SMILES: Cl[C:2]1[N:3]=[C:4]([NH:12][CH2:13][CH2:14][OH:15])[C:5]2[S:11][CH2:10][CH2:9][CH2:8][C:6]=2[N:7]=1.[NH:16]1[CH2:21][CH2:20][NH:19][CH2:18][CH2:17]1>>[OH:15][CH2:14][CH2:13][NH:12][C:4]1[C:5]2[S:11][CH2:10][CH2:9][CH2:8][C:6]=2[N:7]=[C:2]([N:16]2[CH2:21][CH2:20][NH:19][CH2:18][CH2:17]2)[N:3]=1. Procedure: In the same manner as described in Example 17, 2-chloro-4-(2-hydroxyethyl)amino-7,8-dihydro-6H-thiopyrano[3,2-d]pyrimidine was reacted with anhydrous piperazine to obtain 4-(2-hydroxyethyl)amino-2-piperazino-7,8-dihydro-6H-thiopyrano[3,2-d]pyrimidine which was then recrystallized from ethanol. Colorless needles. Melting point: 116°-120° C. The reactants are ClC1=C(C=NC2=CC(=C(C=C12)[N+](=O)[O-])OC)C#N (4-chloro-7-methoxy-6-nitro-quinoline-3-carbonitrile), BrC=1C=C(N)C=CC1F (3-bromo-4-fluoro aniline). Solvent: COC(C)O (methoxyethanol), C(C)(=O)OCC (ethyl acetate). Yields the product BrC=1C=C(C=CC1F)NC1=C(C=NC2=CC(=C(C=C12)[N+](=O)[O-])OC)C#N (4-(3-Bromo-4-fluoro-phenylamino)-7-methoxy-6-nitro-quinoline-3-carbonitrile). As a reaction SMILES: Cl[C:2]1[C:11]2[C:6](=[CH:7][C:8]([O:15][CH3:16])=[C:9]([N+:12]([O-:14])=[O:13])[CH:10]=2)[N:5]=[CH:4][C:3]=1[C:17]#[N:18].[Br:19][C:20]1[CH:21]=[C:22]([CH:24]=[CH:25][C:26]=1[F:27])[NH2:23]>COC(O)C.C(OCC)(=O)C>[Br:19][C:20]1[CH:21]=[C:22]([NH:23][C:2]2[C:11]3[C:6](=[CH:7][C:8]([O:15][CH3:16])=[C:9]([N+:12]([O-:14])=[O:13])[CH:10]=3)[N:5]=[CH:4][C:3]=2[C:17]#[N:18])[CH:24]=[CH:25][C:26]=1[F:27]. Procedure: A mixture of 3.52 g (9.7 mmol) of 4-chloro-7-methoxy-6-nitro-quinoline-3-carbonitrile and 2.0 g (10.7 mmol) of 3-bromo-4-fluoro aniline in 150 ml of methoxyethanol was refluxed under nitrogen for 5.5 hours. The reaction mixture was diluted with ethyl acetate and wash with sodium bicarbonate solution and sodium chloride solution. The organic layer was dried with sodium sulfate and then solvent was removed under vacuum. The residue was chromatographed on silica gel eluting with mixture of ethyl ac... The reactants are N=1N=CN2N=C(C=CC21)C=2C=C(C=CC2)NC(C)=O (N-[3-(1,2,4-triazolo[4,3-b]pyridazin-6-yl)phenyl]acetamide), [H-].[Na+] (sodium hydride), C(C)I (ethyl iodide). The solvent is CN(C=O)C (dimethylformamide). Yields the product C(C)N(C(C)=O)C1=CC(=CC=C1)C=1C=CC=2N(N1)C=NN2 (N-Ethyl-N-[3-(1,2,4-triazolo[4,3-b]pyridazin-6-yl)phenyl]acetamide). As a reaction SMILES: [N:1]1[N:2]=[CH:3][N:4]2[C:9]=1[CH:8]=[CH:7][C:6]([C:10]1[CH:11]=[C:12]([NH:16][C:17](=[O:19])[CH3:18])[CH:13]=[CH:14][CH:15]=1)=[N:5]2.[H-].[Na+].[CH2:22](I)[CH3:23]>CN(C)C=O>[CH2:22]([N:16]([C:12]1[CH:13]=[CH:14][CH:15]=[C:10]([C:6]2[CH:7]=[CH:8][C:9]3[N:4]([CH:3]=[N:2][N:1]=3)[N:5]=2)[CH:11]=1)[C:17](=[O:19])[CH3:18])[CH3:23] |f:1.2|. Procedure details: A mixture of 1.82 g of N-[3-(1,2,4-triazolo[4,3-b]pyridazin-6-yl)phenyl]acetamide, 0.43 g of sodium hydride (50% in oil), 100 ml of dimethylformamide and 0.7 ml of ethyl iodide were reacted as described in Example 9, giving 1.20 g of the desired product as tan crystals mp 122°-127° C. As a reaction SMILES: [CH2:1]([c:2]1[cH:3][cH:4][cH:5][cH:6][cH:7]1)[n:8]1[n:9][c:10]([O:15][CH2:16][c:17]2[cH:18][cH:19][c:20]([O:23][CH2:24][c:25]3[n:26][c:27](-[c:31]4[cH:32][cH:33][cH:34][cH:35][cH:36]4)[o:28][c:29]3[CH3:30])[cH:21][cH:22]2)[c:11]([CH2:13][OH:14])[cH:12]1.[O:37]1[CH2:38][CH2:39][CH2:40][CH2:41]1>>[CH2:1]([c:2]1[cH:3][cH:4][cH:5][cH:6][cH:7]1)[n:8]1[n:9][c:10]([O:15][CH2:16][c:17]2[cH:18][cH:19][c:20]([O:23][CH2:24][c:25]3[n:26][c:27](-[c:31]4[cH:32][cH:33][cH:34][cH:35][cH:36]4)[o:28][c:29]3[CH3:30])[cH:21][cH:22]2)[c:11]([CH:13]=[O:14])[cH:12]1. The product is Cc1oc(-c2ccccc2)nc1COc1ccc(COc2nn(Cc3ccccc3)cc2C=O)cc1. Reactants: Cc1oc(-c2ccccc2)nc1COc1ccc(COc2nn(Cc3ccccc3)cc2CO)cc1, C1CCOC1.